From a dataset of the Open Reaction Database (ORD), a public repository of structured organic reaction records. describe an organic reaction: reactants, conditions, products, and yield The reactants are CC(C#C/C=C/CN(CC)CC1=CC(=CC=C1)N1C(C=2C(C1=O)=CC=CC2)=O)(C)C ((E)-N-(6,6-dimethyl-2-hepten-4-ynyl)-N-ethyl-3-phthalimidobenzylamine), NN (hydrazine). The solvent is C(C)O (ethanol). Reaction conditions: time 30 minute. Yields the product CC(C#C/C=C/CN(CC)CC1=CC(=CC=C1)N)(C)C ((E)-N-(6,6-dimethyl-2-hepten-4-ynyl)-N-ethyl-3-aminobenzylamine). Isolated yield 93.8%. As a reaction SMILES: [CH3:1][C:2]([CH3:30])([CH3:29])[C:3]#[C:4]/[CH:5]=[CH:6]/[CH2:7][N:8]([CH2:11][C:12]1[CH:17]=[CH:16][CH:15]=[C:14]([N:18]2C(=O)C3=CC=CC=C3C2=O)[CH:13]=1)[CH2:9][CH3:10].NN>C(O)C>[CH3:29][C:2]([CH3:1])([CH3:30])[C:3]#[C:4]/[CH:5]=[CH:6]/[CH2:7][N:8]([CH2:11][C:12]1[CH:17]=[CH:16][CH:15]=[C:14]([NH2:18])[CH:13]=1)[CH2:9][CH3:10]. Reported procedure: 150 mg of the resulting benzylamine compound was dissolved in 5 ml of ethanol, and 23 mg of hydrazine was added. The mixture was stirred at room temperature for 30 minutes. The precipitate was separated by filtration, and the solvent was evaporated. The residue was distributed between methylene chloride and water. The organic layer was worked up in a customary manner and purified by silica gel column chromatography [Wakogel C-100, 5 g; eluting solvent: hexane/ethyl acetate=10/1→3/1] to give 95 m... Starting materials: [OH-].[NH4+] (ammonium hydroxide), Cl (hydrochloric acid), [OH-].[NH4+] (ammonium hydroxide), [Mg] (Magnesium), N1C(=CC2=CC=CC=C12)C(=O)OCC (ethyl indole-2-carboxylate), S([O-])(O)(=O)=O.[Na+] (sodium bisulfate), ice, crude mixture. Run in C(Cl)Cl (methylene chloride), CO (methanol). Run at time 10 minute. The product is N1C(CC2=CC=CC=C12)C(=O)OC ((±) Methyl indoline-2-carboxylate). Reaction SMILES: [Mg].[NH:2]1[C:10]2[C:5](=[CH:6][CH:7]=[CH:8][CH:9]=2)[CH:4]=[C:3]1[C:11]([O:13][CH2:14]C)=[O:12].Cl.[OH-].[NH4+].S(=O)(=O)(O)[O-].[Na+]>CO.C(Cl)Cl>[NH:2]1[C:10]2[C:5](=[CH:6][CH:7]=[CH:8][CH:9]=2)[CH2:4][CH:3]1[C:11]([O:13][CH3:14])=[O:12] |f:3.4,5.6|. Procedure: Magnesium turnings (6.449 g) are added to a suspension of ethyl indole-2-carboxylate (I, Aldrich, 25.083 g) in methanol (freshly opened, HPLC grade, 350 ml). The mixture is stirred at 24° for 10 minutes, then placed in an ice bath. After stirring for 15 minutes in the ice bath, there is much gas evolution and the temperature rises to 35° but then subsides to 0° within one hour. After stirring for another two hours at 0°, cold hydrochloric acid (3N, 250 ml) is added slowly. The mixture turns to a... Starting materials: COC(C1=CN=C(C=C1)NC(CSC1N(C(C(=C1C)C)=O)CC1=CC=C(C=C1)OC)=O)=O (6-{2-[1-(4-Methoxybenzyl)-3,4-dimethyl-5-oxo-2,5-dihydro-1H-pyrrol-2-ylsulfanyl]-acetylamino}-nicotinic acid methyl ester), NC1=NC=CC(=C1)C (2-amino-4-picoline). The product is COC1=CC=C(CN2C(C(=C(C2=O)C)C)SCC(=O)NC2=NC=CC(=C2)C)C=C1 (2-[1-(4-Methoxy-benzyl)-3,4-dimethyl-5-oxo-2,5-dihydro-1H-pyrrol-2-ylsulfanyl]-N-(4-methyl-pyridin-2-yl)-acetamide). Reaction SMILES: COC(=O)[C:4]1[CH:9]=[CH:8][C:7]([NH:10][C:11](=[O:31])[CH2:12][S:13][CH:14]2[C:18]([CH3:19])=[C:17]([CH3:20])[C:16](=[O:21])[N:15]2[CH2:22][C:23]2[CH:28]=[CH:27][C:26]([O:29][CH3:30])=[CH:25][CH:24]=2)=[N:6][CH:5]=1.N[C:34]1C=C(C)C=CN=1>>[CH3:30][O:29][C:26]1[CH:25]=[CH:24][C:23]([CH2:22][N:15]2[C:16](=[O:21])[C:17]([CH3:20])=[C:18]([CH3:19])[CH:14]2[S:13][CH2:12][C:11]([NH:10][C:7]2[CH:8]=[C:9]([CH3:34])[CH:4]=[CH:5][N:6]=2)=[O:31])=[CH:28][CH:27]=1. Procedure: The product from Example 1, Part C (0.3 g, 0.93 mmol) and 2-amino-4-picoline (0.151 g, 1.4 mmol) were converted to the title compound by the method described in Part B of Example 16 (0.223 g, 58%). 1H NMR (300 MHz, CDCl3) δ 8.28 (broad s, 1H); 7.92 (d, J=8 Hz, 1H), 7.60 (t, J=7.8 Hz, 1H); 7.23 (d, J=8.6 Hz, 2H); 6.88 (d, J=7.4 Hz, 1H); 6.84 (d, J=8.5 Hz, 2H); 5.11 (d, J=15 Hz, 1H), 4.61 (s, 1H); 4.16 (d, 15 Hz, 1H); 3.76 (s, 3H); 2.89 (s, 2H); 2.44 (s, 3H); 1.94 (s, 3H); 1.84 (s, 3H). MS: m/z (M...